Dataset: the Open Reaction Database (ORD), a public repository of structured organic reaction records. Task: describe an organic reaction: reactants, conditions, products, and yield Starting materials: NC=1C(=NNC1)C1=NC=2C(=CC=3C(C(N(C3C2)CC)=O)(CC)CC)N1 (2-(4-amino-1H-pyrazol-3-yl)-5,7,7-triethyl-5,7-dihydro-1H-imidazo[4,5-f]indol-6-one), C1(CC1)C(=O)Cl (cyclopropanecarbonyl chloride). Yields the product C(C)N1C(C(C=2C=C3C(=CC12)N=C(N3)C3=NNC=C3NC(=O)C3CC3)(CC)CC)=O (Cyclopropanecarboxylic acid[3-(5,7,7-triethyl-6-oxo-1,5,6,7-tetrahydro-imidazo[4,5-f]indol-2-yl)-1H-pyrazol-4-yl]-amide). Isolated yield 34.5%. Reaction SMILES: [NH2:1][C:2]1[C:3]([C:7]2[NH:25][C:10]3=[CH:11][C:12]4[C:13]([CH2:23][CH3:24])([CH2:21][CH3:22])[C:14](=[O:20])[N:15]([CH2:18][CH3:19])[C:16]=4[CH:17]=[C:9]3[N:8]=2)=[N:4][NH:5][CH:6]=1.[CH:26]1([C:29](Cl)=[O:30])[CH2:28][CH2:27]1>>[CH2:18]([N:15]1[C:16]2[CH:17]=[C:9]3[N:8]=[C:7]([C:3]4[C:2]([NH:1][C:29]([CH:26]5[CH2:28][CH2:27]5)=[O:30])=[CH:6][NH:5][N:4]=4)[NH:25][C:10]3=[CH:11][C:12]=2[C:13]([CH2:23][CH3:24])([CH2:21][CH3:22])[C:14]1=[O:20])[CH3:19]. Procedure: Cyclopropanecarboxylic acid[3-(5,7,7-triethyl-6-oxo-1,5,6,7-tetrahydro-imidazo[4,5-f]indol-2-yl)-1H-pyrazol-4-yl]-amide was prepared using 2-(4-amino-1H-pyrazol-3-yl)-5,7,7-triethyl-5,7-dihydro-1H-imidazo[4,5-f]indol-6-one (137.7 mg, 0.407 mmol) and cyclopropanecarbonyl chloride (46.8 mg, 0.448 mmol). 57 mg (34%) of the title compound were obtained. Starting materials: B(O)(O)C1OC(=O)C2=CC=CC=C12 (Boronophthalide), [N+](=O)(O)[O-] (nitric acid). The product is [N+](=O)([O-])C=1C=C2C(OC(=O)C2=CC1)B(O)O (5-Nitroboronophthalide). The yield is 71.0%. Reaction SMILES: [B:1]([CH:4]1[C:13]2[C:8](=[CH:9][CH:10]=[CH:11][CH:12]=2)[C:6](=[O:7])[O:5]1)([OH:3])[OH:2].[N+:14]([O-])([OH:16])=[O:15]>>[N+:14]([C:11]1[CH:12]=[C:13]2[C:8](=[CH:9][CH:10]=1)[C:6](=[O:7])[O:5][CH:4]2[B:1]([OH:2])[OH:3])([O-:16])=[O:15]. Procedure details: Boronophthalide (2.86 g, 21.4 mmol) is added to 18.6 mL of chilled, fuming nitric acid (at 45° C.) in portions over 4 minutes with stirring. The reaction is quenched with ice and water (40 g and 60 mL), then the resulting pale yellow solid is collected on a Büchner filter and washed with 75 mL of water. Drying the solid in vacuo over P2O5 gives 2.72 g (15.2 mmol, 71.0%) 5-Nitroboronophthalide as a pale yellow solid (m.p. 178-179° C.). The reactants are C1(=NC=C2N1C1=C(N=C2)NC=C1)C1CN(CCC1C)C(=O)OC(C)(C)C (tert-butyl 3-(6H-imidazo[1,5-a]pyrrolo[2,3-e]pyrazin-1-yl)-4-methylpiperidine-1-carboxylate), Cl (HCl). The solvent is CCOCC (Et2O), O1CCOCC1 (1,4-dioxane). Conditions: temperature 60 celsius. Product: Cl.CC1C(CNCC1)C1=NC=C2N1C1=C(N=C2)NC=C1 (1-(4-methylpiperidin-3-yl)-6H-imidazo[1,5-a]pyrrolo[2,3-e]pyrazine hydrochloride). The yield is 99.9%. Reaction SMILES: [C:1]1([CH:13]2[CH:18]([CH3:19])[CH2:17][CH2:16][N:15](C(OC(C)(C)C)=O)[CH2:14]2)[N:5]2[C:6]3[CH:12]=[CH:11][NH:10][C:7]=3[N:8]=[CH:9][C:4]2=[CH:3][N:2]=1.[ClH:27]>O1CCOCC1.CCOCC>[ClH:27].[CH3:19][CH:18]1[CH2:17][CH2:16][NH:15][CH2:14][CH:13]1[C:1]1[N:5]2[C:6]3[CH:12]=[CH:11][NH:10][C:7]=3[N:8]=[CH:9][C:4]2=[CH:3][N:2]=1 |f:4.5|. Procedure details: To a solution of tert-butyl 3-(6H-imidazo[1,5-a]pyrrolo[2,3-e]pyrazin-1-yl)-4-methylpiperidine-1-carboxylate (12.2 g, 34.3 mmol) in 1,4-dioxane (100 mL) was added 4N HCl (4N in 1,4-dioxane, 25.7 mL, 103 mmol). The reaction mixture was heated at about 60° C. for about 2 h. The mixture was allowed to cool to ambient temperature and was diluted with Et2O (100 mL). The mixture was triturated and filtered, and the precipitate was washed with Et2O (100 mL) to give 1-(4-methylpiperidin-3-yl)-6H-imidazo... The reactants are C(C)(C)(C)ON=C1C=C(OC2=CC=C(C=C12)O)C1=CC=2N(C=N1)C=CC2 (6-hydroxy-2-pyrrolo[1,2-c]pyrimidin-3-yl-chromen-4-one O-tert-butyl-oxime), BrCC(=O)NC1=CC=C(C=C1)F (2-Bromo-N-(4-fluoro-phenyl)-acetamide). Product: FC1=CC=C(C=C1)NC(COC=1C=C2C(C=C(OC2=CC1)C1=CC=2N(C=N1)C=CC2)=NO)=O (N-(4-Fluoro-phenyl)-2-{4-hydroxyimino-2-pyrrolo[1,2-c]pyrimidin-3-yl-4H-chromen-6-yloxy}-acetamide). Reaction SMILES: C([O:5][N:6]=[C:7]1[C:16]2[C:11](=[CH:12][CH:13]=[C:14]([OH:17])[CH:15]=2)[O:10][C:9]([C:18]2[N:23]=[CH:22][N:21]3[CH:24]=[CH:25][CH:26]=[C:20]3[CH:19]=2)=[CH:8]1)(C)(C)C.Br[CH2:28][C:29]([NH:31][C:32]1[CH:37]=[CH:36][C:35]([F:38])=[CH:34][CH:33]=1)=[O:30]>>[F:38][C:35]1[CH:34]=[CH:33][C:32]([NH:31][C:29](=[O:30])[CH2:28][O:17][C:14]2[CH:15]=[C:16]3[C:11](=[CH:12][CH:13]=2)[O:10][C:9]([C:18]2[N:23]=[CH:22][N:21]4[CH:24]=[CH:25][CH:26]=[C:20]4[CH:19]=2)=[CH:8][C:7]3=[N:6][OH:5])=[CH:37][CH:36]=1. Procedure: N-(4-Fluoro-phenyl)-2-{4-hydroxyimino-2-pyrrolo[1,2-c]pyrimidin-3-yl-4H-chromen-6-yloxy}-acetamide was prepared in 41% overall yield using the method described in example 147, starting from 6-hydroxy-2-pyrrolo[1,2-c]pyrimidin-3-yl-chromen-4-one O-tert-butyl-oxime (example 81A) and 2-Bromo-N-(4-fluoro-phenyl)-acetamide (Bioorg. Med. Chem. 11 (2003) 2769-2782). The reactants are C(C)(C)(C)OC(=O)N1CC(OCC1)C(C1=CC=CC=C1)O (2-(Hydroxy-phenyl-methyl)-morpholine-4-carboxylic acid tert-butyl ester), OC1=CC2=C(C=CO2)C=C1 (6-hydroxybenzofuran), S(C)(=O)(=O)[O-] (mesylate). The product is O1C=CC2=C1C=C(C=C2)O[C@H]([C@H]2CNCCO2)C2=CC=CC=C2 ((R)-2-[(S)-(Benzofuran-6-yloxy)-phenyl-methyl]-morpholine). Reaction SMILES: C(OC([N:8]1[CH2:13][CH2:12][O:11][CH:10]([CH:14]([OH:21])[C:15]2[CH:20]=[CH:19][CH:18]=[CH:17][CH:16]=2)[CH2:9]1)=O)(C)(C)C.O[C:23]1[CH:31]=[CH:30][C:26]2[CH:27]=[CH:28][O:29][C:25]=2[CH:24]=1.S([O-])(=O)(=O)C>>[O:29]1[C:25]2[CH:24]=[C:23]([O:21][C@@H:14]([C:15]3[CH:16]=[CH:17][CH:18]=[CH:19][CH:20]=3)[C@@H:10]3[O:11][CH2:12][CH2:13][NH:8][CH2:9]3)[CH:31]=[CH:30][C:26]=2[CH:27]=[CH:28]1. Procedure: (R)-2-[(S)-(Benzofuran-6-yloxy)-phenyl-methyl]-morpholine was synthesized from 2-(Hydroxy-phenyl-methyl)-morpholine-4-carboxylic acid tert-butyl ester and 6-hydroxybenzofuran according General Procedure C employing the alternate etherification sequence (via the mesylate) and was isolated as an oil. MS (APCI): 310 [M+H]+. Starting materials: N1=C(C=CC=C1)NC([S-])=S.C(C)[NH+](CC)CC (triethylammonium pyrid-2-yldithiocarbamate), C1(=CC=CC=C1)C(C=C)=O (1-phenylprop-2-en-1-one). The solvent is C(C)#N (acetonitrile), C(C)#N (acetonitrile), C(Cl)(Cl)Cl (chloroform). Reaction conditions: time 4 hour. The product is N1=C(C=CC=C1)NC(SCCC(C1=CC=CC=C1)=O)=S (3-Oxo-3-phenylpropyl pyrid-2-yldithiocarbamate). Isolated yield 28.3%. Reaction SMILES: [N:1]1[CH:6]=[CH:5][CH:4]=[CH:3][C:2]=1[NH:7][C:8](=[S:10])[S-:9].C([NH+](CC)CC)C.[C:18]1([C:24](=[O:27])[CH:25]=[CH2:26])[CH:23]=[CH:22][CH:21]=[CH:20][CH:19]=1>C(#N)C.C(Cl)(Cl)Cl>[N:1]1[CH:6]=[CH:5][CH:4]=[CH:3][C:2]=1[NH:7][C:8](=[S:9])[S:10][CH2:26][CH2:25][C:24](=[O:27])[C:18]1[CH:23]=[CH:22][CH:21]=[CH:20][CH:19]=1 |f:0.1|. Procedure details: The procedure of Example 4 is followed but a suspension of triethylammonium pyrid-2-yldithiocarbamate (81 g) in acetonitrile (400 cc) and a solution of 1-phenylprop-2-en-1-one (40 g) in acetonitrile (100 cc) are used as the starting materials at a maximum temperature of 25° C. The reaction is allowed to proceed for 4 hours at between 20° and 25° C. Triethylammonium pyrid-2-yldithiocarbamate (21 g) is filtered off. The acetonitrile is evaporated off under reduced pressure (20 mmHg) at 45° C. The ... The reactants are COC(=O)Cc1ccc(S(=O)(=O)[O-])c2ccccc12, CCOCC, [K+], O=[N+]([O-])O. Product: COC(=O)Cc1ccc(S(=O)(=O)O)c2c([N+](=O)[O-])cccc12. RXN SMILES: [CH3:1][O:2][C:3](=[O:4])[CH2:5][c:6]1[cH:7][cH:8][c:9]([S:16](=[O:17])(=[O:18])[O-:19])[c:10]2[cH:11][cH:12][cH:13][cH:14][c:15]12.[CH3:25][CH2:26][O:27][CH2:28][CH3:29].[K+:20].[OH:21][N+:22]([O-:23])=[O:24]>>[CH3:1][O:2][C:3](=[O:4])[CH2:5][c:6]1[cH:7][cH:8][c:9]([S:16](=[O:17])(=[O:18])[OH:19])[c:10]2[c:11]([N+:22](=[O:21])[O-:23])[cH:12][cH:13][cH:14][c:15]12. Starting materials: CSC, CO, ClCCl, O=[O+][O-], C=C1CC(CO)C1CO. The product is O=C1CC(CO)C1CO. As a reaction SMILES: [CH3:13][S:14][CH3:15].[CH3:19][OH:20].[Cl:16][CH2:17][Cl:18].[O-:10][O+:11]=[O:12].[OH:1][CH2:2][CH:3]1[CH:4]([CH2:8][OH:9])[C:5](=[CH2:7])[CH2:6]1>>[OH:1][CH2:2][CH:3]1[CH:4]([CH2:8][OH:9])[C:5](=[O:10])[CH2:6]1.